This data is from the Open Reaction Database (ORD), a public repository of structured organic reaction records. The task is: describe an organic reaction: reactants, conditions, products, and yield Product: CC(C=O)=C(c1ccc(F)cc1)c1ccc(F)cc1. Reaction SMILES: [Cl:31][CH2:32][Cl:33].[F:1][c:2]1[cH:3][cH:4][c:5]([CH:8]([C:9](=[CH:10][OH:11])[CH3:12])[c:13]2[cH:14][cH:15][c:16]([F:19])[cH:17][cH:18]2)[cH:6][cH:7]1.[O:20]=[Cr:21]([Cl:22])([O-:23])=[O:24].[nH+:25]1[cH:26][cH:27][cH:28][cH:29][cH:30]1>>[F:1][c:2]1[cH:3][cH:4][c:5]([C:8](=[C:9]([CH:10]=[O:11])[CH3:12])[c:13]2[cH:14][cH:15][c:16]([F:19])[cH:17][cH:18]2)[cH:6][cH:7]1. Starting materials: ClCCl, CC(=CO)C(c1ccc(F)cc1)c1ccc(F)cc1, O=[Cr](=O)([O-])Cl, c1cc[nH+]cc1. The reactants are CSc1cccc(C(=NOCc2csc(Br)n2)c2nnnn2C)c1, C#CC1CC1, C1CCC(CNCC2CCCCC2)CC1, [Cu]I, C1CCOC1, c1ccc(P(c2ccccc2)(c2ccccc2)[Pd](P(c2ccccc2)(c2ccccc2)c2ccccc2)(P(c2ccccc2)(c2ccccc2)c2ccccc2)P(c2ccccc2)(c2ccccc2)c2ccccc2)cc1. Product: CSc1cccc(C(=NOCc2csc(C#CC3CC3)n2)c2nnnn2C)c1. As a reaction SMILES: [Br:1][c:2]1[s:3][cH:4][c:5]([CH2:7][O:8][N:9]=[C:10]([c:11]2[n:12][n:13][n:14][n:15]2[CH3:16])[c:17]2[cH:18][c:19]([S:23][CH3:24])[cH:20][cH:21][cH:22]2)[n:6]1.[CH:25]1([C:28]#[CH:29])[CH2:26][CH2:27]1.[CH:30]1([CH2:31][NH:32][CH2:33][CH:34]2[CH2:35][CH2:36][CH2:37][CH2:38][CH2:39]2)[CH2:40][CH2:41][CH2:42][CH2:43][CH2:44]1.[Cu:50][I:51].[O:45]1[CH2:46][CH2:47][CH2:48][CH2:49]1.[cH:52]1[cH:53][cH:54][c:55]([P:56]([Pd:57]([P:58]([c:59]2[cH:60][cH:61][cH:62][cH:63][cH:64]2)([c:65]2[cH:66][cH:67][cH:68][cH:69][cH:70]2)[c:71]2[cH:72][cH:73][cH:74][cH:75][cH:76]2)([P:77]([c:78]2[cH:79][cH:80][cH:81][cH:82][cH:83]2)([c:84]2[cH:85][cH:86][cH:87][cH:88][cH:89]2)[c:90]2[cH:91][cH:92][cH:93][cH:94][cH:95]2)[P:96]([c:97]2[cH:98][cH:99][cH:100][cH:101][cH:102]2)([c:103]2[cH:104][cH:105][cH:106][cH:107][cH:108]2)[c:109]2[cH:110][cH:111][cH:112][cH:113][cH:114]2)([c:115]2[cH:116][cH:117][cH:118][cH:119][cH:120]2)[c:121]2[cH:122][cH:123][cH:124][cH:125][cH:126]2)[cH:127][cH:128]1>>[c:2]1([C:29]#[C:28][CH:25]2[CH2:26][CH2:27]2)[s:3][cH:4][c:5]([CH2:7][O:8][N:9]=[C:10]([c:11]2[n:12][n:13][n:14][n:15]2[CH3:16])[c:17]2[cH:18][c:19]([S:23][CH3:24])[cH:20][cH:21][cH:22]2)[n:6]1. Reactants: CO, COC(=O)C=CCCCC1C2CCC(C2)C1CO. Yields the product COC(=O)CCCCCC1C2CCC(C2)C1CO. As a reaction SMILES: [CH3:19][OH:20].[OH:1][CH2:2][CH:3]1[CH:4]([CH2:10][CH2:11][CH2:12][CH:13]=[CH:14][C:15](=[O:16])[O:17][CH3:18])[CH:5]2[CH2:6][CH2:7][CH:8]1[CH2:9]2>>[OH:1][CH2:2][CH:3]1[CH:4]([CH2:10][CH2:11][CH2:12][CH2:13][CH2:14][C:15](=[O:16])[O:17][CH3:18])[CH:5]2[CH2:6][CH2:7][CH:8]1[CH2:9]2.